Dataset: the Open Reaction Database (ORD), a public repository of structured organic reaction records. Task: describe an organic reaction: reactants, conditions, products, and yield The reactants are IC=1C(=CC(=NC1)N1CCOCC1)N (5-iodo-2-morpholin-4-yl-pyridin-4-ylamine), N1=CC=CC2=CC=C3C=CC=NC3=C12 (1,10-phenanthroline), C([O-])([O-])=O.[Cs+].[Cs+] (cesium carbonate). The reagents and catalysts are [Cu]I (copper(I) iodide). Solvent: CO (methanol). Reaction conditions: temperature 130 celsius. The product is COC=1C(=CC(=NC1)N1CCOCC1)N (5-methoxy-2-morpholin-4-yl-pyridin-4-ylamine). Isolated yield 49.6%. RXN SMILES: I[C:2]1[C:3]([NH2:14])=[CH:4][C:5]([N:8]2[CH2:13][CH2:12][O:11][CH2:10][CH2:9]2)=[N:6][CH:7]=1.N1C2C(=CC=C3C=2N=CC=C3)C=CC=1.[C:29](=O)([O-])[O-:30].[Cs+].[Cs+]>CO.[Cu]I>[CH3:29][O:30][C:2]1[C:3]([NH2:14])=[CH:4][C:5]([N:8]2[CH2:13][CH2:12][O:11][CH2:10][CH2:9]2)=[N:6][CH:7]=1 |f:2.3.4|. Procedure details: A stirred suspension of 81.4 g (267 mmol) 5-iodo-2-morpholin-4-yl-pyridin-4-ylamine, 4.06 g (21.3 mmol) copper(I) iodide, 5.77 g (32.0 mmol) 1,10-phenanthroline and 174 g (533 mmol) cesium carbonate in 600 ml methanol was heated at 130° C. for 30 min in a microwave oven. The resulting mixture was then cooled to room temperature and filtered. The filtrate was concentrated in vacuo and the residue purified by flash chromatography (1/7 methanol/dichloromethane) to afford 27.7 g (50%) 5-methoxy-2-mo... Reactants: BrB(Br)Br, ClCCl, COc1ccc2cc(-c3oc4ccccc4c3C(=O)CC(C)C)ccc2c1. Product: CC(C)CC(=O)c1c(-c2ccc3cc(O)ccc3c2)oc2ccccc12. As a reaction SMILES: [B:28]([Br:29])([Br:30])[Br:31].[CH2:32]([Cl:33])[Cl:34].[CH3:1][O:2][c:3]1[cH:4][c:5]2[cH:6][cH:7][c:8](-[c:13]3[o:14][c:15]4[c:16]([c:17]3[C:18]([CH2:19][CH:20]([CH3:21])[CH3:22])=[O:23])[cH:24][cH:25][cH:26][cH:27]4)[cH:9][c:10]2[cH:11][cH:12]1>>[OH:2][c:3]1[cH:4][c:5]2[cH:6][cH:7][c:8](-[c:13]3[o:14][c:15]4[c:16]([c:17]3[C:18]([CH2:19][CH:20]([CH3:21])[CH3:22])=[O:23])[cH:24][cH:25][cH:26][cH:27]4)[cH:9][c:10]2[cH:11][cH:12]1. The reactants are CN(C(=O)CBr)c1ccc([N+](=O)[O-])cc1, O=C([O-])[O-], C1CCNCC1, CC(C)=O, [K+], [K+]. Product: CN(C(=O)CN1CCCCC1)c1ccc([N+](=O)[O-])cc1. As a reaction SMILES: [Br:1][CH2:2][C:3](=[O:4])[N:5]([CH3:6])[c:7]1[cH:8][cH:9][c:10]([N+:13](=[O:14])[O-:15])[cH:11][cH:12]1.[C:16](=[O:17])([O-:18])[O-:19].[CH2:22]1[CH2:23][CH2:24][NH:25][CH2:26][CH2:27]1.[CH3:28][C:29](=[O:30])[CH3:31].[K+:20].[K+:21]>>[CH2:2]([C:3](=[O:4])[N:5]([CH3:6])[c:7]1[cH:8][cH:9][c:10]([N+:13](=[O:14])[O-:15])[cH:11][cH:12]1)[N:25]1[CH2:24][CH2:23][CH2:22][CH2:27][CH2:26]1. Reactants: F[B-](F)(F)F, CC(C)(C)P(C(C)(C)C)C(C)(C)C, O=C([O-])[O-], CN1C2CCC1CC(NC(=O)c1n[nH]c3ccc(Br)cc13)C2, [K+], [K+], O=C(C=Cc1ccccc1)C=Cc1ccccc1, O=C(C=Cc1ccccc1)C=Cc1ccccc1, O=C(C=Cc1ccccc1)C=Cc1ccccc1, [Pd], [Pd], OB(O)c1ccoc1. Yields the product CN1C2CCC1CC(NC(=O)c1n[nH]c3ccc(-c4ccoc4)cc13)C2. RXN SMILES: [B-:31]([F:32])([F:33])([F:34])[F:35].[C:36]([P:37]([C:38]([CH3:39])([CH3:40])[CH3:41])[C:42]([CH3:43])([CH3:44])[CH3:45])([CH3:46])([CH3:47])[CH3:48].[C:49](=[O:50])([O-:51])[O-:52].[CH3:1][N:2]1[CH:3]2[CH2:4][CH:5]([NH:10][C:11](=[O:12])[c:13]3[n:14][nH:15][c:16]4[cH:17][cH:18][c:19]([Br:22])[cH:20][c:21]34)[CH2:6][CH:7]1[CH2:8][CH2:9]2.[K+:53].[K+:54].[O:57]=[C:58]([CH:59]=[CH:60][c:61]1[cH:62][cH:63][cH:64][cH:65][cH:66]1)[CH:67]=[CH:68][c:69]1[cH:70][cH:71][cH:72][cH:73][cH:74]1.[O:75]=[C:76]([CH:77]=[CH:78][c:79]1[cH:80][cH:81][cH:82][cH:83][cH:84]1)[CH:85]=[CH:86][c:87]1[cH:88][cH:89][cH:90][cH:91][cH:92]1.[O:93]=[C:94]([CH:95]=[CH:96][c:97]1[cH:98][cH:99][cH:100][cH:101][cH:102]1)[CH:103]=[CH:104][c:105]1[cH:106][cH:107][cH:108][cH:109][cH:110]1.[Pd:55].[Pd:56].[o:23]1[cH:24][c:25]([B:28]([OH:29])[OH:30])[cH:26][cH:27]1>>[CH3:1][N:2]1[CH:3]2[CH2:4][CH:5]([NH:10][C:11](=[O:12])[c:13]3[n:14][nH:15][c:16]4[cH:17][cH:18][c:19](-[c:25]5[cH:24][o:23][cH:27][cH:26]5)[cH:20][c:21]34)[CH2:6][CH:7]1[CH2:8][CH2:9]2. The reactants are COC(C)(C)C, CCOC(=O)C(C)(C)Oc1ccc(N)c(F)c1, CN(C)c1ccncc1, O=C(O)C(c1c2c(nn1-c1ccc(Cl)cc1)CCCCC2)C1CCCCC1, ClCCl, O, O=S(Cl)Cl. The product is CCOC(=O)C(C)(C)Oc1ccc(NC(=O)C(c2c3c(nn2-c2ccc(Cl)cc2)CCCCC3)C2CCCCC2)c(F)c1. RXN SMILES: [C:46]([O:47][CH3:48])([CH3:49])([CH3:50])[CH3:51].[CH2:28]([CH3:29])[O:30][C:31]([C:32]([CH3:33])([CH3:34])[O:35][c:36]1[cH:37][c:38]([F:43])[c:39]([NH2:42])[cH:40][cH:41]1)=[O:44].[CH3:56][N:57]([c:58]1[cH:59][cH:60][n:61][cH:62][cH:63]1)[CH3:64].[Cl:1][c:2]1[cH:3][cH:4][c:5](-[n:8]2[n:9][c:10]3[c:11]([c:12]2[CH:13]([C:14](=[O:15])[OH:16])[CH:17]2[CH2:18][CH2:19][CH2:20][CH2:21][CH2:22]2)[CH2:23][CH2:24][CH2:25][CH2:26][CH2:27]3)[cH:6][cH:7]1.[Cl:65][CH2:66][Cl:67].[OH2:45].[S:52]([Cl:53])([Cl:54])=[O:55]>>[Cl:1][c:2]1[cH:3][cH:4][c:5](-[n:8]2[n:9][c:10]3[c:11]([c:12]2[CH:13]([C:14](=[O:15])[NH:42][c:39]2[c:38]([F:43])[cH:37][c:36]([O:35][C:32]([C:31]([O:30][CH2:28][CH3:29])=[O:44])([CH3:33])[CH3:34])[cH:41][cH:40]2)[CH:17]2[CH2:18][CH2:19][CH2:20][CH2:21][CH2:22]2)[CH2:23][CH2:24][CH2:25][CH2:26][CH2:27]3)[cH:6][cH:7]1. The reactants are CC(C)(C)OC(=O)N1CCCC(CSc2cn(CC3(CO[Si](C)(C)C(C)(C)C)CC3)c(=O)c3ccc(Br)cc23)C1, Cc1c(F)cc(C(=O)NC2CC2)cc1B1OC(C)(C)C(C)(C)O1. Yields the product Cc1c(F)cc(C(=O)NC2CC2)cc1-c1ccc2c(=O)n(CC3(CO[Si](C)(C)C(C)(C)C)CC3)cc(SCC3CCCN(C(=O)OC(C)(C)C)C3)c2c1. As a reaction SMILES: [Br:1][c:2]1[cH:3][c:4]2[c:5]([S:26][CH2:27][CH:28]3[CH2:29][N:30]([C:34](=[O:35])[O:36][C:37]([CH3:38])([CH3:39])[CH3:40])[CH2:31][CH2:32][CH2:33]3)[cH:6][n:7]([CH2:13][C:14]3([CH2:17][O:18][Si:19]([CH3:20])([CH3:21])[C:22]([CH3:23])([CH3:24])[CH3:25])[CH2:15][CH2:16]3)[c:8](=[O:12])[c:9]2[cH:10][cH:11]1.[CH:41]1([NH:44][C:45]([c:46]2[cH:47][c:48]([F:62])[c:49]([CH3:61])[c:50]([B:52]3[O:53][C:54]([CH3:55])([CH3:56])[C:57]([CH3:58])([CH3:59])[O:60]3)[cH:51]2)=[O:63])[CH2:42][CH2:43]1>>[c:2]1(-[c:50]2[c:49]([CH3:61])[c:48]([F:62])[cH:47][c:46]([C:45]([NH:44][CH:41]3[CH2:42][CH2:43]3)=[O:63])[cH:51]2)[cH:3][c:4]2[c:5]([S:26][CH2:27][CH:28]3[CH2:29][N:30]([C:34](=[O:35])[O:36][C:37]([CH3:38])([CH3:39])[CH3:40])[CH2:31][CH2:32][CH2:33]3)[cH:6][n:7]([CH2:13][C:14]3([CH2:17][O:18][Si:19]([CH3:20])([CH3:21])[C:22]([CH3:23])([CH3:24])[CH3:25])[CH2:15][CH2:16]3)[c:8](=[O:12])[c:9]2[cH:10][cH:11]1.